This data is from the Open Reaction Database (ORD), a public repository of structured organic reaction records. The task is: describe an organic reaction: reactants, conditions, products, and yield Reported procedure: Prepared from 3-((2-tert-butoxycarbonylamino-2-methyl-3-phenylpropoxy)methyl)-5-(1-cyanocyclopentyl)benzoic acid and pent-3-yn-2-amine using a similar procedure as described for the preparation of Example 20. HRMS ES calculated for C29H35N3O2: 458.2802, found: 458.2813. Reaction SMILES: C(OC([NH:8][C:9]([CH3:36])([CH2:29][C:30]1[CH:35]=[CH:34][CH:33]=[CH:32][CH:31]=1)[CH2:10][O:11][CH2:12][C:13]1[CH:14]=[C:15]([CH:19]=[C:20]([C:22]2([C:27]#[N:28])[CH2:26][CH2:25][CH2:24][CH2:23]2)[CH:21]=1)[C:16]([OH:18])=O)=O)(C)(C)C.[CH3:37][CH:38]([NH2:42])[C:39]#[C:40][CH3:41]>>[NH2:8][C:9]([CH3:36])([CH2:29][C:30]1[CH:31]=[CH:32][CH:33]=[CH:34][CH:35]=1)[CH2:10][O:11][CH2:12][C:13]1[CH:14]=[C:15]([CH:19]=[C:20]([C:22]2([C:27]#[N:28])[CH2:26][CH2:25][CH2:24][CH2:23]2)[CH:21]=1)[C:16]([NH:42][CH:38]([C:39]#[C:40][CH3:41])[CH3:37])=[O:18]. Yields the product NC(COCC=1C=C(C(=O)NC(C)C#CC)C=C(C1)C1(CCCC1)C#N)(CC1=CC=CC=C1)C (3-((2-Amino-2-methyl-3-phenylpropoxy)methyl)-5-(1-cyanocyclopentyl)-N-(pent-3-yn-2-yl)benzamide). Reactants: C(C)(C)(C)OC(=O)NC(COCC=1C=C(C(=O)O)C=C(C1)C1(CCCC1)C#N)(CC1=CC=CC=C1)C (3-((2-tert-butoxycarbonylamino-2-methyl-3-phenylpropoxy)methyl)-5-(1-cyanocyclopentyl)benzoic acid), CC(C#CC)N (pent-3-yn-2-amine). Starting materials: C(#N)C1=CC=C(S1)B(O)O (5-cyanothiophene-2-boronic acid), BrC1=CC=C(C=C1)C=1OC(=C(N1)CCN1[C@@H](CCC1)C)C (2-(4-bromophenyl)-4-{2-[(2R)-2-methylpyrrolidin-1-yl]ethyl}-5-methyl-1,3-oxazole), BrC1=CC=C(C=C1)C=1OC(=C(N1)CCN1[C@@H](CCC1)C)C (2-(4-bromophenyl)-4-{2-[(2R)-2-methylpyrrolidin-1-yl]ethyl}-5-methyl-1,3-oxazole), C([O-])([O-])=O.[K+].[K+] (potassium carbonate), C1(=CC=CC=C1)P(C1=CC=CC=C1)C1=CC=CC=C1 (triphenylphosphine). The reagents and catalysts are C(C)(=O)[O-].[Pd+2].C(C)(=O)[O-] (palladium (II) acetate). Solvent: C(C)O (ethanol), O (water), C1(=CC=CC=C1)C (toluene). Product: CC1=C(N=C(O1)C1=CC=C(C=C1)C1=CC=C(S1)C#N)CCN1[C@@H](CCC1)C (5-[4-(5-Methyl-4-{2-[(2R)-2-methylpyrrolidin-1-yl]ethyl}-1,3-oxazol-2-yl)phenyl]thiophene-2-carbonitrile). RXN SMILES: C1(P(C2C=CC=CC=2)C2C=CC=CC=2)C=CC=CC=1.[C:20]([C:22]1[S:26][C:25](B(O)O)=[CH:24][CH:23]=1)#[N:21].Br[C:31]1[CH:36]=[CH:35][C:34]([C:37]2[O:38][C:39]([CH3:50])=[C:40]([CH2:42][CH2:43][N:44]3[CH2:48][CH2:47][CH2:46][C@H:45]3[CH3:49])[N:41]=2)=[CH:33][CH:32]=1.C(=O)([O-])[O-].[K+].[K+]>C([O-])(=O)C.[Pd+2].C([O-])(=O)C.C(O)C.O.C1(C)C=CC=CC=1>[CH3:50][C:39]1[O:38][C:37]([C:34]2[CH:35]=[CH:36][C:31]([C:25]3[S:26][C:22]([C:20]#[N:21])=[CH:23][CH:24]=3)=[CH:32][CH:33]=2)=[N:41][C:40]=1[CH2:42][CH2:43][N:44]1[CH2:48][CH2:47][CH2:46][C@H:45]1[CH3:49] |f:3.4.5,6.7.8|. Reported procedure: Prepare using the method of Example 120 with palladium (II) acetate (0.008 g, 0.04 mmol), anhydrous toluene (5 mL), triphenylphosphine (0.038 g, 0.15 mmol), distilled water (1.5 mL), ethanol (1 mL), 5-cyanothiophene-2-boronic acid (0.21 g, 1.37 mmol), 2-(4-bromophenyl)-4-{2-[(2R)-2-methylpyrrolidin-1-yl]ethyl}-5-methyl-1,3-oxazole (See Intermediate 73) (0.32 g, 0.92 mmol) and potassium carbonate (0.38 g, 2.75 mmol). Additionally purify by trituration with ethyl acetate to give the title compound... The product is BrC1=CC(=C(C=C1)NC=1C(=C2N(C(C1C)=O)CCN2)[N+](=O)[O-])F (7-(4-Bromo-2-fluoro-phenylamino)-6-methyl-8-nitro-2,3-dihydro-1H-imidazo[1,2-a]pyridin-5-one). Reaction conditions: time 2 hour. Solvent: C(C)(=O)O (acetic acid). RXN SMILES: Br.C([N:9]1[C:13]2=[C:14]([N+:29]([O-:31])=[O:30])[C:15]([NH:20][C:21]3[CH:26]=[CH:25][C:24]([Br:27])=[CH:23][C:22]=3[F:28])=[C:16]([CH3:19])[C:17](=[O:18])[N:12]2[CH2:11][CH2:10]1)C1C=CC=CC=1.C(OC(=O)C)C>C(O)(=O)C>[Br:27][C:24]1[CH:25]=[CH:26][C:21]([NH:20][C:15]2[C:14]([N+:29]([O-:31])=[O:30])=[C:13]3[NH:9][CH2:10][CH2:11][N:12]3[C:17](=[O:18])[C:16]=2[CH3:19])=[C:22]([F:28])[CH:23]=1. Reported procedure: HBr in acetic acid (20 mL) was added to 1-benzyl-7-(4-bromo-2-fluoro-phenylamino)-6-methyl-8-nitro-2,3-dihydro-1H-imidazo[1,2-a]pyridin-5-one (I-1f: 1.4 g) and the resulting mixture was stirred at room temperature for 2 hours. The reaction was monitored by TLC (100% ethylacetate). The reaction mixture was partitioned between ice water and ethyl acetate. The organic layer was concentrated to afford the crude product. Purification by column chromatography on silica gel (65% ethylacetate in hexane)... Yield: 52.9%. Starting materials: Br (HBr), C(C1=CC=CC=C1)N1CCN2C1=C(C(=C(C2=O)C)NC2=C(C=C(C=C2)Br)F)[N+](=O)[O-] (1-benzyl-7-(4-bromo-2-fluoro-phenylamino)-6-methyl-8-nitro-2,3-dihydro-1H-imidazo[1,2-a]pyridin-5-one), C(C)OC(C)=O (ethylacetate). Starting materials: COc1ccccc1-c1cc(Cl)cc2c1OC(COS(=O)(=O)c1ccc(C)cc1)C2, CN, Cl. Product: CNCC1Cc2cc(Cl)cc(-c3ccccc3OC)c2O1. RXN SMILES: [CH3:2][c:3]1[cH:4][cH:5][c:6]([S:7]([O:8][CH2:13][CH:14]2[O:15][c:16]3[c:17]([cH:19][c:20]([Cl:31])[cH:21][c:22]3-[c:23]3[c:24]([O:29][CH3:30])[cH:25][cH:26][cH:27][cH:28]3)[CH2:18]2)(=[O:9])=[O:10])[cH:11][cH:12]1.[CH3:32][NH2:33].[ClH:1]>>[CH2:13]([CH:14]1[O:15][c:16]2[c:17]([cH:19][c:20]([Cl:31])[cH:21][c:22]2-[c:23]2[c:24]([O:29][CH3:30])[cH:25][cH:26][cH:27][cH:28]2)[CH2:18]1)[NH:33][CH3:32].